Dataset: the Open Reaction Database (ORD), a public repository of structured organic reaction records. Task: describe an organic reaction: reactants, conditions, products, and yield Starting materials: ClC1=CC=CC=2N1N=C(C2)C=2OC=CC2 (7-Chloro-2-(2-furyl)-pyrazolo[1,5-a]pyridine), [Cl-].[NH4+] (ammonium chloride), CCOCC (ether), BrN1C(CCC1=O)=O (N-Bromosuccinimide). Solvent: O1CCCC1 (tetrahydrofuran). Reaction conditions: temperature 0 celsius, time 1 hour. Product: BrC=1C(=NN2C1C=CC=C2Cl)C=2OC=CC2 (3-bromo-7-chloro-2-(2-furyl)pyrazolo[1,5-a]pyridine). Yield: 96.0%. RXN SMILES: [Cl:1][C:2]1[N:7]2[N:8]=[C:9]([C:11]3[O:12][CH:13]=[CH:14][CH:15]=3)[CH:10]=[C:6]2[CH:5]=[CH:4][CH:3]=1.[Br:16]N1C(=O)CCC1=O.[Cl-].[NH4+].CCOCC>O1CCCC1>[Br:16][C:10]1[C:9]([C:11]2[O:12][CH:13]=[CH:14][CH:15]=2)=[N:8][N:7]2[C:2]([Cl:1])=[CH:3][CH:4]=[CH:5][C:6]=12 |f:2.3|. Procedure details: 7-Chloro-2-(2-furyl)-pyrazolo[1,5-a]pyridine (0.23 g, 1.05 mmol) was dissolved in tetrahydrofuran (5 mL) and cooled to 0° C. N-Bromosuccinimide (0.19 g, 1.05 mmol) was added. The reaction was stirred for 1 hour. The reaction solution was poured into equal volumes (10 mL) of saturated aqueous ammonium chloride and ether. The ether layer was collected and the solvent removed in vacuo to give the crude product The product was purified by silica gel chromatography (6:1 hexane:ethyl acetate) to give ... Starting materials: CC(C)O, CCCN1C(=O)C(F)(F)CN(C2CCCC2)c2nc(Cl)ncc21, Nc1ccc(C(=O)NC2CCOCC2)cc1, O, Cc1ccc(S(=O)(=O)O)cc1. Yields the product CCCN1C(=O)C(F)(F)CN(C2CCCC2)c2nc(Nc3ccc(C(=O)NC4CCOCC4)cc3)ncc21. Reaction SMILES: [CH3:52][CH:53]([OH:54])[CH3:55].[Cl:1][c:2]1[n:3][cH:4][c:5]2[c:6]([n:23]1)[N:7]([CH:18]1[CH2:19][CH2:20][CH2:21][CH2:22]1)[CH2:8][C:9]([F:16])([F:17])[C:10](=[O:15])[N:11]2[CH2:12][CH2:13][CH3:14].[NH2:24][c:25]1[cH:26][cH:27][c:28]([C:29](=[O:30])[NH:31][CH:32]2[CH2:33][CH2:34][O:35][CH2:36][CH2:37]2)[cH:38][cH:39]1.[OH2:40].[c:41]1([CH3:42])[cH:43][cH:44][c:45]([S:46]([OH:47])(=[O:48])=[O:49])[cH:50][cH:51]1>>[c:2]1([NH:24][c:25]2[cH:26][cH:27][c:28]([C:29](=[O:30])[NH:31][CH:32]3[CH2:33][CH2:34][O:35][CH2:36][CH2:37]3)[cH:38][cH:39]2)[n:3][cH:4][c:5]2[c:6]([n:23]1)[N:7]([CH:18]1[CH2:19][CH2:20][CH2:21][CH2:22]1)[CH2:8][C:9]([F:16])([F:17])[C:10](=[O:15])[N:11]2[CH2:12][CH2:13][CH3:14]. The reactants are 6-amino-1,3, C(=O)C1=CC=C(C=CC(=O)O)C=C1 (4-formylcinnamic acid), NC1=C(C(N(C(N1CC1CCCCC1)=S)CC1CCCCC1)=O)N=O (6-Amino-1,3-bis(cyclohexylmethyl)-1,2-dihydro-5-nitroso-2-thioxo-4(3H)-pyrimidinone), C1(CCCCC1)CN1C(N(C(C(=C1N)N)=O)CC1CCCCC1)=S (1,3-bis(cyclohexylmethyl)-5,6-diamino-1,2-dihydro-2-thioxo-4(3H)-pyrimidinone). Solvent: C(C)O (ethanol). Product: C1(CCCCC1)CN1C(N(C=2NC(=NC2C1=O)C1=CC=C(/C=C/C(=O)O)C=C1)CC1CCCCC1)=S ((E)-4-(1,3-bis(cyclohexylmethyl)-1,2,3,6-tetrahydro-6-oxo-2-thioxo-9H-purin-8-yl)cinnamic acid). Isolated yield 55.8%. RXN SMILES: [NH2:1][C:2]1[N:7]([CH2:8][CH:9]2[CH2:14][CH2:13][CH2:12][CH2:11][CH2:10]2)[C:6](=[S:15])[N:5]([CH2:16][CH:17]2[CH2:22][CH2:21][CH2:20][CH2:19][CH2:18]2)[C:4](=[O:23])[C:3]=1[N:24]=O.C1(CN2C(N)=C(N)C(=O)N(CC3CCCCC3)C2=S)CCCCC1.[CH:50]([C:52]1[CH:62]=[CH:61][C:55]([CH:56]=[CH:57][C:58]([OH:60])=[O:59])=[CH:54][CH:53]=1)=O>C(O)C>[CH:17]1([CH2:16][N:5]2[C:4](=[O:23])[C:3]3[N:24]=[C:50]([C:52]4[CH:62]=[CH:61][C:55](/[CH:56]=[CH:57]/[C:58]([OH:60])=[O:59])=[CH:54][CH:53]=4)[NH:1][C:2]=3[N:7]([CH2:8][CH:9]3[CH2:14][CH2:13][CH2:12][CH2:11][CH2:10]3)[C:6]2=[S:15])[CH2:22][CH2:21][CH2:20][CH2:19][CH2:18]1. Procedure details: In the manner of step (d) of example 8, 6-amino-1,3-bis(cyclohexylmethyl-1,2-dihydro-5-nitroso-2-thioxo-4(3H)-pyrimidinone (from step (c), 3.00 g, 8.20 mmol) was reduced to 1,3-bis(cyclohexylmethyl)-5,6-diamino-1,2-dihydro-2-thioxo-4(3H)-pyrimidinone, which was then combined with 4-formylcinnamic acid (Aldrich, 1.44 g, 8.20 mmol) in ethanol (150 mL). The resulting yellow mixture was dried by evaporation of several portions of absolute ethanol, and the residual yellow powder (Schiff base intermed... Reactants: C(C)OC(=O)[C@H]1[C@@H]2C[C@H]([C@]([C@H]12)(C(=O)OCC1=CC=CC=C1)N=[N+]=[N-])O ((1S,2R,3R,5R,6S)-2-azido-3-hydroxy-bicyclo[3.1.0]hexane-2,6-dicarboxylic acid 2-benzyl ester 6-ethyl ester), ClC(C(OCC=C)=N)(Cl)Cl (allyl 2,2,2-trichloroacetimidate), S(=O)(=O)(C(F)(F)F)O (TfOH). Solvent: CCOCC (ether), C1CCCCC1 (cyclohexane). Reaction conditions: time 1 hour. Product: C(C)OC(=O)[C@H]1[C@@H]2C[C@H]([C@]([C@H]12)(C(=O)OCC1=CC=CC=C1)N=[N+]=[N-])OCC=C ((1S,2R,3R,5R,6S)-3-allyloxy-2-azido-bicyclo [3.1.0]hexane-2,6-dicarboxylic acid 2-benzyl ester 6-ethyl ester). Yield: 13.9%. Reaction SMILES: [CH2:1]([O:3][C:4]([C@@H:6]1[C@@H:11]2[C@H:7]1[CH2:8][C@@H:9]([OH:25])[C@@:10]2([N:22]=[N+:23]=[N-:24])[C:12]([O:14][CH2:15][C:16]1[CH:21]=[CH:20][CH:19]=[CH:18][CH:17]=1)=[O:13])=[O:5])[CH3:2].ClC(Cl)(Cl)C(=N)O[CH2:30][CH:31]=[CH2:32].S(O)(C(F)(F)F)(=O)=O>C1CCCCC1.CCOCC>[CH2:1]([O:3][C:4]([C@@H:6]1[C@@H:11]2[C@H:7]1[CH2:8][C@@H:9]([O:25][CH2:32][CH:31]=[CH2:30])[C@@:10]2([N:22]=[N+:23]=[N-:24])[C:12]([O:14][CH2:15][C:16]1[CH:21]=[CH:20][CH:19]=[CH:18][CH:17]=1)=[O:13])=[O:5])[CH3:2]. Reported procedure: To a solution of (1S,2R,3R,5R,6S)-2-azido-3-hydroxy-bicyclo[3.1.0]hexane-2,6-dicarboxylic acid 2-benzyl ester 6-ethyl ester (VII) (200 mg, 0.58 mmol) and allyl 2,2,2-trichloroacetimidate (0.18 mL, 1.16 mmol) in cyclohexane (0.7 mL) was added TfOH (29 □L), whereupon the solution became hot and stirring was continued at 23° C. for 1 h. The reaction mixture was poured on ice, diluted with ether, washed with sat. NaHCO3 -sol., brine and dried over MgSO4. The crude product was purified by silica gel ... Reported procedure: In a solution of 1.00 g of 3-(4-amino-3-difluoromethoxyphenyl)-5-(3,5-dichlorophenyl)-5-trifluoromethyl-4,5-dihydroisoxazole in a mixed solution of 10 mL of acetonitrile and 10 mL of water, 5 mL of concentrated hydrochloric acid was added, and a solution of 0.20 g of sodium nitrite in 2 mL of water was added dropwise slowly under cooling with ice and with stirring. After the completion of the addition dropwise, it was continued to stir at the same temperature further for 20 minutes. Then, a solu... Starting materials: N(=O)[O-].[Na+] (sodium nitrite), [I-].[K+] (potassium iodide), NC(=O)N (urea), S(=O)([O-])[O-].[Na+].[Na+] (sodium sulfite), NC1=C(C=C(C=C1)C1=NOC(C1)(C(F)(F)F)C1=CC(=CC(=C1)Cl)Cl)OC(F)F (3-(4-amino-3-difluoromethoxyphenyl)-5-(3,5-dichlorophenyl)-5-trifluoromethyl-4,5-dihydroisoxazole), Cl (hydrochloric acid). RXN SMILES: N[C:2]1[CH:7]=[CH:6][C:5]([C:8]2[CH2:12][C:11]([C:17]3[CH:22]=[C:21]([Cl:23])[CH:20]=[C:19]([Cl:24])[CH:18]=3)([C:13]([F:16])([F:15])[F:14])[O:10][N:9]=2)=[CH:4][C:3]=1[O:25][CH:26]([F:28])[F:27].Cl.N([O-])=O.[Na+].[I-:34].[K+].NC(N)=O.S([O-])([O-])=O.[Na+].[Na+]>O.C(#N)C>[Cl:24][C:19]1[CH:18]=[C:17]([C:11]2([C:13]([F:16])([F:15])[F:14])[O:10][N:9]=[C:8]([C:5]3[CH:6]=[CH:7][C:2]([I:34])=[C:3]([O:25][CH:26]([F:28])[F:27])[CH:4]=3)[CH2:12]2)[CH:22]=[C:21]([Cl:23])[CH:20]=1 |f:2.3,4.5,7.8.9|. The yield is 47.9%. The product is ClC=1C=C(C=C(C1)Cl)C1(CC(=NO1)C1=CC(=C(C=C1)I)OC(F)F)C(F)(F)F (5-(3,5-dichlorophenyl)-3-(3-difluoromethoxy-4-iodophenyl)-5-trifluoromethyl-4,5-dihydroisoxazole). Run in O (water), O (water), O (water), O (water), C(C)#N (acetonitrile). The reactants are CN(C(CC1=C(C=CC=C1)I)=O)C (N,N-dimethyl-2-iodophenylacetamide), FC1=C(N)C(=C(C(=C1F)C1=CC=CC=C1)F)F (2,3,5,6-tetrafluoro-4-phenylaniline), C([O-])([O-])=O.[K+].[K+] (potassium carbonate). The reagents and catalysts are [Cu] (copper), [Cu]I (copper(I) iodide). The solvent is xylenes. Run at temperature 40 celsius. Product: CN(C(CC1=C(C=CC=C1)NC1=C(C(=C(C(=C1F)F)C1=CC=CC=C1)F)F)=O)C (N,N-Dimethyl-2-(2′,3′,5′,6′-tetrafluoro-4′-phenylanilino)phenylacetamide). Reaction SMILES: [CH3:1][N:2]([CH3:13])[C:3](=[O:12])[CH2:4][C:5]1[CH:10]=[CH:9][CH:8]=[CH:7][C:6]=1I.[F:14][C:15]1[C:21]([F:22])=[C:20]([C:23]2[CH:28]=[CH:27][CH:26]=[CH:25][CH:24]=2)[C:19]([F:29])=[C:18]([F:30])[C:16]=1[NH2:17].C(=O)([O-])[O-].[K+].[K+]>[Cu].[Cu]I>[CH3:1][N:2]([CH3:13])[C:3](=[O:12])[CH2:4][C:5]1[CH:10]=[CH:9][CH:8]=[CH:7][C:6]=1[NH:17][C:16]1[C:18]([F:30])=[C:19]([F:29])[C:20]([C:23]2[CH:28]=[CH:27][CH:26]=[CH:25][CH:24]=2)=[C:21]([F:22])[C:15]=1[F:14] |f:2.3.4|. Reported procedure: N,N-dimethyl-2-iodophenylacetamide (2.0 g, 6.9 mmol), 2,3,5,6-tetrafluoro-4-phenylaniline (3.3 g, 13.8 mmol), copper powder (219 mg, 3.4 mmol), copper(I) iodide (646 mg, 3.4 mmol) and anhydrous potassium carbonate (1.0 g, 6.9 mmol) are stirred together in 150 mL of xylenes. The reaction is heated to reflux temperature for 48 hours. While still slightly warm (40° C.) the brown suspension is filtered through a pad of Celite which in turn is rinsed with toluene (250 mL). The filtrate is evaporated ... Starting materials: O (water), [S-]C#N.[K+] (potassium thiocyanate), FC(OC1=CC=C(C=N1)N)F (6-(difluoromethoxy)pyridin-3-amine), BrBr (bromine). Procedure: To acetic acid (10 mL) cooled in an ice bath was added potassium thiocyanate (3.18 g, 32.8 mmol) and 6-(difluoromethoxy)pyridin-3-amine (1 g, 4.1 mmol). The reaction was cooled in an ice-salt bath until the reaction temperature reached <0° C. A solution of bromine (0.65 mL, 12.7 mmol) in acetic acid (3 mL) was added dropwise over 2 hours at a rate that maintained the reaction temperature <0° C. This gave a very thick mixture. After the addition was complete, the mixture was left to stir and allo... Solvent: C(C)(=O)O (acetic acid), C(C)(=O)O (acetic acid). The product is FC(OC1=CC=C2C(=N1)SC(=N2)N)F (5-(difluoromethoxy)thiazolo[5,4-b]pyridin-2-amine). The yield is 36.1%. As a reaction SMILES: [S-:1][C:2]#[N:3].[K+].[F:5][CH:6]([F:15])[O:7][C:8]1[N:13]=[CH:12][C:11]([NH2:14])=[CH:10][CH:9]=1.BrBr.O>C(O)(=O)C>[F:15][CH:6]([F:5])[O:7][C:8]1[N:13]=[C:12]2[S:1][C:2]([NH2:3])=[N:14][C:11]2=[CH:10][CH:9]=1 |f:0.1|.